Dataset: the Open Reaction Database (ORD), a public repository of structured organic reaction records. Task: describe an organic reaction: reactants, conditions, products, and yield The reactants are C(C)OC(=O)C=1C(=NNC1)N (Ethyl-3-Aminopyrazole-4-carboxylate), Compound 10, [OH-].[Na+] (sodium hydroxide), solution, Compound 11, Compound 11, Compound 10, C1(CCCCC1)Br (cyclohexylbromide), C([O-])([O-])=O.[K+].[K+] (potassium carbonate), C1(CCCCC1)Br (cyclohexylbromide), C([O-])([O-])=O.[K+].[K+] (potassium carbonate). The reagents and catalysts are CCCCCCCC[N+](C)(CCCCCCCC)CCCCCCCC.[Cl-] (Adogen 464). Solvent: C1(=CC=CC=C1)C (toluene). The product is C(C)OC(=O)C=1C=NN(C1N)C1CCCCC1 (5-Amino-1-cyclohexyl-1H-pyrazole-4-carboxylic acid ethyl ester). As a reaction SMILES: [CH2:1]([O:3][C:4]([C:6]1[C:7]([NH2:11])=[N:8][NH:9][CH:10]=1)=[O:5])[CH3:2].[CH:12]1(Br)[CH2:17][CH2:16][CH2:15][CH2:14][CH2:13]1.C(=O)([O-])[O-].[K+].[K+].[OH-].[Na+]>CCCCCCCC[N+](CCCCCCCC)(CCCCCCCC)C.[Cl-].C1(C)C=CC=CC=1>[CH2:1]([O:3][C:4]([C:6]1[CH:10]=[N:9][N:8]([CH:12]2[CH2:17][CH2:16][CH2:15][CH2:14][CH2:13]2)[C:7]=1[NH2:11])=[O:5])[CH3:2] |f:2.3.4,5.6,7.8|. Reported procedure: Ethyl-3-Aminopyrazole-4-carboxylate 9 (Acros, 15.5 g, 100.0 mmol), cyclohexylbromide (Acros, 21.9 g, 130 mmol), anhydrous potassium carbonate (Fisher, 27.6 g, 200 mmol), Adogen 464 (Acros, 2.5 g) and aqueous sodium hydroxide (0.1 mL of a 12.5M solution) were combined in 250 mL of toluene and refluxed under argon overnight. Additional cyclohexylbromide (21.9 g, 130 mmol) and potassium carbonate (27.6 g, 200 mmol) were then added and the reaction mixture was resubjected to the reaction conditions ... The reactants are CO (methanol), N1C=CC2=CC(=CC=C12)C(=O)OC (methyl 1H-indole-5-carboxylate), BrCC1=CC=C(C=C1)Br (1-(bromomethyl)-4-bromobenzene), [H-].[Na+] (sodium hydride). Solvent: CN(C)C=O (DMF). Conditions: time 2 hour. Product: BrC1=CC=C(CN2C=CC3=CC(=CC=C23)C(=O)OC)C=C1 (Methyl 1-(4-bromobenzyl)-1H-indole-5-carboxylate). Isolated yield 51.6%. Reaction SMILES: [NH:1]1[C:9]2[C:4](=[CH:5][C:6]([C:10]([O:12][CH3:13])=[O:11])=[CH:7][CH:8]=2)[CH:3]=[CH:2]1.Br[CH2:15][C:16]1[CH:21]=[CH:20][C:19]([Br:22])=[CH:18][CH:17]=1.[H-].[Na+].CO>CN(C=O)C>[Br:22][C:19]1[CH:20]=[CH:21][C:16]([CH2:15][N:1]2[C:9]3[C:4](=[CH:5][C:6]([C:10]([O:12][CH3:13])=[O:11])=[CH:7][CH:8]=3)[CH:3]=[CH:2]2)=[CH:17][CH:18]=1 |f:2.3|. Reported procedure: To a solution of methyl 1H-indole-5-carboxylate (1.09 g, 6.2 mmol, 1 equiv) and 1-(bromomethyl)-4-bromobenzene (1.70 g, 6.82 mmol, 1.1 equiv) in anhydrous DMF (30 mL) under argon atmosphere was added sodium hydride (500 mg, 12.4 mmol, 2 equiv) in small portions. The mixture was stirred 2 h at room temperature. The reaction mixture was then neutralized by addition of methanol and concentrated in vacuo. The residue was dissolved in AcOEt, washed with brine and dried over MgSO4. The crude was purif... Reactants: C(C1=CC=CC=C1)OC(=O)NC=1C(N(C=CC1)CC(=O)NC(CC(=O)OC(C)(C)C)C(COC(C1=C(C=CC=C1Cl)Cl)=O)=O)=O (t-Butyl N-2-(3-benzyloxycarbonylamino-1,2-dihydro-2-oxo-1-pyridyl)acetyl-3-amino-5-(2,6-dichlorobenzoyloxy)-4-oxo-pentanoate), FC(C(=O)O)(F)F (trifluoroacetic acid). Run in ClCCl (dichloromethane). Conditions: temperature 20 celsius. Yields the product C(C1=CC=CC=C1)OC(=O)NC=1C(N(C=CC1)CC(=O)NC(CC(=O)O)C(COC(C1=C(C=CC=C1Cl)Cl)=O)=O)=O (N-2(3-Benzyloxycarbonylamino-1,2-dihydro-2-oxo-1-pyridyl)acetyl-3-amino-5-(2,6-dichlorobenzoyloxy)-4-oxo-pentanoic acid). The yield is 75.3%. Reaction SMILES: [CH2:1]([O:8][C:9]([NH:11][C:12]1[C:13](=[O:45])[N:14]([CH2:18][C:19]([NH:21][CH:22]([C:31](=[O:44])[CH2:32][O:33][C:34](=[O:43])[C:35]2[C:40]([Cl:41])=[CH:39][CH:38]=[CH:37][C:36]=2[Cl:42])[CH2:23][C:24]([O:26]C(C)(C)C)=[O:25])=[O:20])[CH:15]=[CH:16][CH:17]=1)=[O:10])[C:2]1[CH:7]=[CH:6][CH:5]=[CH:4][CH:3]=1.FC(F)(F)C(O)=O>ClCCl>[CH2:1]([O:8][C:9]([NH:11][C:12]1[C:13](=[O:45])[N:14]([CH2:18][C:19]([NH:21][CH:22]([C:31](=[O:44])[CH2:32][O:33][C:34](=[O:43])[C:35]2[C:40]([Cl:41])=[CH:39][CH:38]=[CH:37][C:36]=2[Cl:42])[CH2:23][C:24]([OH:26])=[O:25])=[O:20])[CH:15]=[CH:16][CH:17]=1)=[O:10])[C:2]1[CH:7]=[CH:6][CH:5]=[CH:4][CH:3]=1. Reported procedure: The ester (56a) (210 mg, 0.356 mmol) in dichloromethane (0.5 ml) was cooled to 0°C. and treated with trifluoroacetic acid (0.5 ml), stirred and warmed to 20° C. over 30 minutes. The solution was evaporated to dryness under reduced pressure, redissolved in dichloromethane and concentrated (×3). The residue was triturated with ethyl acetate and diluted with ether to afford the title compound 162 mg (85%) as a colorless solid: m.p. 165-8° C. (decomposition); [α]D23 -38.8° (c 0.1, CH3OH); IR (KBr) 3...